This data is from the Open Reaction Database (ORD), a public repository of structured organic reaction records. The task is: describe an organic reaction: reactants, conditions, products, and yield Starting materials: Cl.COC(CN)=O (glycine methyl ester hydrochloride), C=C1CC(=O)O1 (diketene), C(=O)(O)[O-].[Na+] (NaHCO3). The solvent is C1(=CC=CC=C1)C (toluene). Conditions: time 8 hour. The product is O=C(CC(=O)NCC(=O)OC)C (Methyl N-(3-oxobutanoyl)glycinate). Isolated yield 79.2%. RXN SMILES: Cl.[CH3:2][O:3][C:4](=[O:7])[CH2:5][NH2:6].[CH2:8]=[C:9]1[O:13][C:11](=[O:12])[CH2:10]1.C([O-])(O)=O.[Na+]>C1(C)C=CC=CC=1>[O:13]=[C:9]([CH3:8])[CH2:10][C:11]([NH:6][CH2:5][C:4]([O:3][CH3:2])=[O:7])=[O:12] |f:0.1,3.4|. Procedure details: 29.87 g (0.24 mol) of glycine methyl ester hydrochloride were added to a solution of 20.00 g (0.24 mol) of diketene in 250 ml toluene at 0° C. Then, 40.00 g (0.48 mol) NaHCO3 were added and the reaction mixture was stirred overnight at room temperature. Since thin-layer chromatography detected no more starting material, the reaction mixture was filtered, evaporated and the residue purified by column chromatography. This gave 33.4 g (0.19 mol, 81% yield) oil. The reactants are NC=1NC2=C(N1)C=CC=C2 (2-aminobenzimidazole), CC=1C(=NC=C(C1)C)CN(C1CCNCC1)CC1=NC=CC=C1C(C)C ((3,5-dimethyl-pyridin-2-ylmethyl)-(3-isopropyl-pyridin-2-ylmethyl)-piperidine-4-yl-amine), C(=O)(O)[O-].[Na+] (NaHCO3), C(=O)(N1C=NC=C1)N1C=NC=C1 (1,1′-carbonyldiimidazole). The solvent is C(Cl)Cl (CH2Cl2), CN(C)C=O (DMF), CN(C)C=O (DMF). The product is N1C(=NC2=C1C=CC=C2)NC(=O)N2CCC(CC2)N(CC2=NC=CC=C2C(C)C)CC2=NC=C(C=C2C)C (4-[(3,5-Dimethyl-pyridin-2-ylmethyl)-(3-isopropyl-pyridin-2-ylmethyl)-amino]-piperidine-1-carboxylic acid (1H-benzoimidazol-2-yl)-amide). The yield is 99.6%. RXN SMILES: [NH2:1][C:2]1[NH:3][C:4]2[CH:10]=[CH:9][CH:8]=[CH:7][C:5]=2[N:6]=1.[C:11](N1C=CN=C1)(N1C=CN=C1)=[O:12].[CH3:23][C:24]1[C:25]([CH2:31][N:32]([CH2:39][C:40]2[C:45]([CH:46]([CH3:48])[CH3:47])=[CH:44][CH:43]=[CH:42][N:41]=2)[CH:33]2[CH2:38][CH2:37][NH:36][CH2:35][CH2:34]2)=[N:26][CH:27]=[C:28]([CH3:30])[CH:29]=1.C([O-])(O)=O.[Na+]>C(Cl)Cl.CN(C=O)C>[NH:3]1[C:4]2[CH:10]=[CH:9][CH:8]=[CH:7][C:5]=2[N:6]=[C:2]1[NH:1][C:11]([N:36]1[CH2:37][CH2:38][CH:33]([N:32]([CH2:31][C:25]2[C:24]([CH3:23])=[CH:29][C:28]([CH3:30])=[CH:27][N:26]=2)[CH2:39][C:40]2[C:45]([CH:46]([CH3:48])[CH3:47])=[CH:44][CH:43]=[CH:42][N:41]=2)[CH2:34][CH2:35]1)=[O:12] |f:3.4|. Procedure details: To a suspension of 2-aminobenzimidazole (81 mg, 0.61 mmol) in CH2Cl2 (5 mL) and DMF (0.5 mL) was added 1,1′-carbonyldiimidazole (99 mg, 0.61 mmol) and the reaction stirred at reflux for 30 min. then at room temperature for 2 h after which a solution of (3,5-dimethyl-pyridin-2-ylmethyl)-(3-isopropyl-pyridin-2-ylmethyl)-piperidine-4-yl-amine (109 mg, 0.31 mmol) in DMF (1 mL) was added and the reaction stirred at 65° C. overnight. The solution was cooled, treated with saturated aqueous NaHCO3 (25 m... Reactants: C1CCOC1, COC(=O)c1ccc2ccccc2c1OCC1COc2ccccc2O1, CO, [Na+], [OH-]. Product: O=C(O)c1ccc2ccccc2c1OCC1COc2ccccc2O1. As a reaction SMILES: [CH2:31]1[O:32][CH2:33][CH2:34][CH2:35]1.[CH3:1][O:2][C:3](=[O:4])[c:5]1[c:6]([O:15][CH2:16][CH:17]2[CH2:18][O:19][c:20]3[c:21]([cH:23][cH:24][cH:25][cH:26]3)[O:22]2)[c:7]2[cH:8][cH:9][cH:10][cH:11][c:12]2[cH:13][cH:14]1.[CH3:29][OH:30].[Na+:28].[OH-:27]>>[O:2]=[C:3]([OH:4])[c:5]1[c:6]([O:15][CH2:16][CH:17]2[CH2:18][O:19][c:20]3[c:21]([cH:23][cH:24][cH:25][cH:26]3)[O:22]2)[c:7]2[cH:8][cH:9][cH:10][cH:11][c:12]2[cH:13][cH:14]1. Reactants: O=C1NC2=C(N1C1=CC=C(C(=O)OCC)C=C1)C=CC=C2 (Ethyl 4-(2-oxo-2,3-dihydro-1H-benzimidazol-1-yl)benzoate), [H-].[Na+] (sodium hydride), BrCC(=O)OC(C)(C)C (tert-butyl bromoacetate). The solvent is CN(C)C=O (DMF). Conditions: time 5 minute. Product: C(C)(C)(C)OC(CN1C(N(C2=C1C=CC=C2)C2=CC=C(C(=O)OCC)C=C2)=O)=O (Ethyl 4-[3-(2-tert-butoxy-2-oxoethyl)-2-oxo-2,3-dihydro-1H-benzimidazol-1-yl]benzoate). RXN SMILES: [O:1]=[C:2]1[N:6]([C:7]2[CH:17]=[CH:16][C:10]([C:11]([O:13][CH2:14][CH3:15])=[O:12])=[CH:9][CH:8]=2)[C:5]2[CH:18]=[CH:19][CH:20]=[CH:21][C:4]=2[NH:3]1.[H-].[Na+].Br[CH2:25][C:26]([O:28][C:29]([CH3:32])([CH3:31])[CH3:30])=[O:27]>CN(C=O)C>[C:29]([O:28][C:26](=[O:27])[CH2:25][N:3]1[C:4]2[CH:21]=[CH:20][CH:19]=[CH:18][C:5]=2[N:6]([C:7]2[CH:17]=[CH:16][C:10]([C:11]([O:13][CH2:14][CH3:15])=[O:12])=[CH:9][CH:8]=2)[C:2]1=[O:1])([CH3:32])([CH3:31])[CH3:30] |f:1.2|. Procedure: To a stirred solution of ethyl 4-(2-oxo-2,3-dihydro-1H-benzimidazol-1-yl)benzoate from Step C (590 mg, 2.09 mmol) in DMF (10 mL) at 0° C. was added sodium hydride (104 mg of a 60% dispersion in mineral oil, 2.60 mmol). The mixture was stirred for 5 min, then tert-butyl bromoacetate (489 mg, 2.51 mmol) was added and stirring was continued for 3 h. The reaction mixture was partitioned between EtOAc (200 mL) and H2O (100 mL). The organic layer was washed with H2O (50 mL), then brine (50 mL), then d...